From a dataset of the Open Reaction Database (ORD), a public repository of structured organic reaction records. describe an organic reaction: reactants, conditions, products, and yield The reactants are COC(C(C1=CC=CC=C1)NC(CCC1=CC(=C(C=C1)OC)OC)C1=C(C=CC(=C1)F)O)=O ([3-(3,4-dimethoxy-phenyl)-1-(5-fluoro-2-hydroxy-phenyl)-propylamino]-phenyl-acetic acid methyl ester), [OH-].[Na+] (NaOH), CN(C)C(=[N+](C)C)ON1C2=C(C=CC=C2)N=N1.[B-](F)(F)(F)F (TBTU), CNC (dimethylamine). Solvent: C(C)O (ethanol). Run at time 1 hour. The product is COC=1C=C(C=CC1OC)CCC(C1=C(C=CC(=C1)F)O)NC(C(=O)N(C)C)C1=CC=CC=C1 (2-[3-(3,4-Dimethoxy-phenyl)-1-(5-fluoro-2-hydroxy-phenyl)-propylamino]-N,N-dimethyl-2-phenyl-acetamide). The yield is 8.8%. As a reaction SMILES: C[O:2][C:3](=O)[CH:4]([NH:11][CH:12]([C:25]1[CH:30]=[C:29]([F:31])[CH:28]=[CH:27][C:26]=1[OH:32])[CH2:13][CH2:14][C:15]1[CH:20]=[CH:19][C:18]([O:21][CH3:22])=[C:17]([O:23][CH3:24])[CH:16]=1)[C:5]1[CH:10]=[CH:9][CH:8]=[CH:7][CH:6]=1.[OH-].[Na+].[CH3:36][N:37](C(ON1N=NC2C=CC=CC1=2)=[N+](C)C)[CH3:38].[B-](F)(F)(F)F.CNC>C(O)C>[CH3:24][O:23][C:17]1[CH:16]=[C:15]([CH2:14][CH2:13][CH:12]([NH:11][CH:4]([C:5]2[CH:10]=[CH:9][CH:8]=[CH:7][CH:6]=2)[C:3]([N:37]([CH3:38])[CH3:36])=[O:2])[C:25]2[CH:30]=[C:29]([F:31])[CH:28]=[CH:27][C:26]=2[OH:32])[CH:20]=[CH:19][C:18]=1[O:21][CH3:22] |f:1.2,3.4|. Reported procedure: A mixture of 36.2 mg (0.8 mmol) [3-(3,4-dimethoxy-phenyl)-1-(5-fluoro-2-hydroxy-phenyl)-propylamino]-phenyl-acetic acid methyl ester and 0.32 mmol NaOH aq. in ethanol was evaporated to dryness and dissolved in DMF. TBTU (0.24 mmol) and dimethylamine (0.24 mmol) was added and the mixture was stirred for 1 h at room temperature. The mixtures was evaporated and purified by preparative HPLC on reversed phase eluting with a gradient formed from acetonitrile, water and formic acid. The product contain... Reactants: C12(CC3CC(CC(C1)C3)C2)CNC(C2=C(N=CC=C2)C)=O (N-(adamantan-1-ylmethyl)-2-methylnicotinamide), BrCC(=O)C=1C=C(C#N)C=CC1 (3-(bromoacetyl)benzonitrile). The solvent is CC(=O)C (acetone), CC(=O)C (acetone). The product is [Br-].C12(CC3CC(CC(C1)C3)C2)CNC(=O)C=2C(=[N+](C=CC2)CC(=O)C2=CC(=CC=C2)C#N)C (3-[(Adamantan-1-ylmethyl)carbamoyl]-1-[2-(3-cyanophenyl)-2-oxoethyl]-2-methylpyridinium bromide). As a reaction SMILES: [C:1]12([CH2:11][NH:12][C:13](=[O:21])[C:14]3[CH:19]=[CH:18][CH:17]=[N:16][C:15]=3[CH3:20])[CH2:10][CH:5]3[CH2:6][CH:7]([CH2:9][CH:3]([CH2:4]3)[CH2:2]1)[CH2:8]2.[Br:22][CH2:23][C:24]([C:26]1[CH:27]=[C:28]([CH:31]=[CH:32][CH:33]=1)[C:29]#[N:30])=[O:25]>CC(C)=O>[Br-:22].[C:1]12([CH2:11][NH:12][C:13]([C:14]3[C:15]([CH3:20])=[N+:16]([CH2:23][C:24]([C:26]4[CH:33]=[CH:32][CH:31]=[C:28]([C:29]#[N:30])[CH:27]=4)=[O:25])[CH:17]=[CH:18][CH:19]=3)=[O:21])[CH2:10][CH:5]3[CH2:6][CH:7]([CH2:9][CH:3]([CH2:4]3)[CH2:2]1)[CH2:8]2 |f:3.4|. Procedure: A mixture of N-(adamantan-1-ylmethyl)-2-methylnicotinamide (300 mg, 1.05 mmol) and 3-(bromoacetyl)benzonitrile (235 mg, 1.05 mmol) in 10 mL of acetone is stirred at reflux for 2.5 days. After cooling to rt, most of the acetone is evaporated, and the remaining mixture is filtered. The collected solid is dried in vacuo to give the title compound as a white solid. 1H NMR (400 MHz, DMSO-d6) δ 8.93 (1H, m), 8.86 (1H, bs), 8.62 (1H, d), 8.58 (1H, s), 8.33 (1H, d), 8.26 (1H, d), 8.14 (1H, t), 7.87 (1H,...